This data is from the Open Reaction Database (ORD), a public repository of structured organic reaction records. The task is: describe an organic reaction: reactants, conditions, products, and yield Reactants: C, CCO, CC(C)(C)OC(=O)n1cnc2c([N+](=O)[O-])cccc21, [Pd]. Yields the product CC(C)(C)OC(=O)n1cnc2c(N)cccc21. RXN SMILES: [C:23].[CH3:20][CH2:21][OH:22].[N+:1]([O-:2])(=[O:3])[c:4]1[cH:5][cH:6][cH:7][c:8]2[n:9]([C:13](=[O:14])[O:15][C:16]([CH3:17])([CH3:18])[CH3:19])[cH:10][n:11][c:12]12.[Pd:24]>>[NH2:1][c:4]1[cH:5][cH:6][cH:7][c:8]2[n:9]([C:13](=[O:14])[O:15][C:16]([CH3:17])([CH3:18])[CH3:19])[cH:10][n:11][c:12]12.